From a dataset of the Open Reaction Database (ORD), a public repository of structured organic reaction records. describe an organic reaction: reactants, conditions, products, and yield Reactants: COC(=O)C=CC(=O)OC, CC[Al+2], CCCCCC, C=CSc1ccccc1, [Cl-], [Cl-], ClCCCl. Product: COC(=O)C1CC(Sc2ccccc2)C1C(=O)OC. Reaction SMILES: [C:1]([CH:2]=[CH:3][C:4](=[O:5])[O:6][CH3:7])(=[O:8])[O:9][CH3:10].[CH2:13]([Al+2:14])[CH3:15].[CH3:29][CH2:30][CH2:31][CH2:32][CH2:33][CH3:34].[CH:16](=[CH2:17])[S:18][c:19]1[cH:20][cH:21][cH:22][cH:23][cH:24]1.[Cl-:11].[Cl-:12].[Cl:25][CH2:26][CH2:27][Cl:28]>>[C:1]([CH:2]1[CH:3]([C:4](=[O:5])[O:6][CH3:7])[CH2:17][CH:16]1[S:18][c:19]1[cH:20][cH:21][cH:22][cH:23][cH:24]1)(=[O:8])[O:9][CH3:10]. Reactants: CC(=O)O (HOAc), N[C@@H]1[C@@H](CCCC1(F)F)NC=1N=C(C(=NC1)C#N)NC1=CC=C(C=C1)OC (5-((1R,2R)-2-amino-3,3-difluorocyclohexylamino)-3-(4-methoxyphenylamino)pyrazine-2-carbonitrile), [OH-].[Na+] (NaOH), OO (H2O2). The solvent is CCO (EtOH), CS(=O)C (DMSO). Conditions: time 30 minute. The product is N[C@@H]1[C@@H](CCCC1(F)F)NC=1N=C(C(=NC1)C(=O)N)NC1=CC=C(C=C1)OC (5-((1R,2R)-2-amino-3,3-difluorocyclohexylamino)-3-(4-methoxyphenylamino)pyrazine-2-carboxamide). Reaction SMILES: [NH2:1][C@H:2]1[C:7]([F:9])([F:8])[CH2:6][CH2:5][CH2:4][C@H:3]1[NH:10][C:11]1[N:12]=[C:13]([NH:19][C:20]2[CH:25]=[CH:24][C:23]([O:26][CH3:27])=[CH:22][CH:21]=2)[C:14]([C:17]#[N:18])=[N:15][CH:16]=1.[OH-].[Na+].OO.CC(O)=[O:34]>CCO.CS(C)=O>[NH2:1][C@H:2]1[C:7]([F:8])([F:9])[CH2:6][CH2:5][CH2:4][C@H:3]1[NH:10][C:11]1[N:12]=[C:13]([NH:19][C:20]2[CH:21]=[CH:22][C:23]([O:26][CH3:27])=[CH:24][CH:25]=2)[C:14]([C:17]([NH2:18])=[O:34])=[N:15][CH:16]=1 |f:1.2|. Procedure: The compound 5-((1R,2R)-2-amino-3,3-difluorocyclohexylamino)-3-(4-methoxyphenylamino)pyrazine-2-carbonitrile (43 mg, 0.115 mmol) was dissolved in EtOH (2 mL) and DMSO (1 mL), aq. 1N NaOH (1.0 mL) and aq. H2O2 (30%, 1.0 mL) were added. The mixture was stirred at room temperature for 30 min. HOAc (0.5 mL) was added. The mixture was then concentrated in vacuo. The residue was purified by HPLC to give the titled compound (32 mg). MS 393.3 (M+H); UV 206.0, 251.1, 297.8 nm; t 0.471 min.